From a dataset of the Open Reaction Database (ORD), a public repository of structured organic reaction records. describe an organic reaction: reactants, conditions, products, and yield The reactants are C1CCCCC1, CC(C)C(C)C(=O)O, O=c1c(-c2ccc(Cl)cc2)c2c(cn1CO)Sc1ccc(Cl)cc1N2, O=S(Cl)Cl, c1ccncc1. Yields the product CC(C)C(C)C(=O)OCn1cc2c(c(-c3ccc(Cl)cc3)c1=O)Nc1cc(Cl)ccc1S2. As a reaction SMILES: [CH2:13]1[CH2:14][CH2:15][CH2:16][CH2:17][CH2:18]1.[CH3:1][CH:2]([CH3:3])[CH:4]([CH3:5])[C:6]([OH:7])=[O:8].[Cl:19][c:20]1[cH:21][cH:22][c:23]2[c:24]([cH:43]1)[NH:25][c:26]1[c:27]([cH:29][n:30]([CH2:41][OH:42])[c:31](=[O:40])[c:32]1-[c:33]1[cH:34][cH:35][c:36]([Cl:39])[cH:37][cH:38]1)[S:28]2.[S:9]([Cl:10])([Cl:11])=[O:12].[cH:44]1[cH:45][cH:46][n:47][cH:48][cH:49]1>>[CH3:1][CH:2]([CH3:3])[CH:4]([CH3:5])[C:6](=[O:7])[O:8][CH2:41][n:30]1[cH:29][c:27]2[c:26]([c:32](-[c:33]3[cH:34][cH:35][c:36]([Cl:39])[cH:37][cH:38]3)[c:31]1=[O:40])[NH:25][c:24]1[c:23]([cH:22][cH:21][c:20]([Cl:19])[cH:43]1)[S:28]2. The reactants are C(C)(=O)OCC=1N(C2=C(C(=NC=3C=C(C=CC23)OCC2=CC=CC=C2)N)N1)CC(C)(C)O ([4-amino-7-benzyloxy-1-(2-hydroxy-2-methylpropyl)-1H-imidazo[4,5-c]quinolin-2-yl]methyl acetate), [OH-].[Na+] (sodium hydroxide). The solvent is CO (methanol). Reaction conditions: time 3 hour. The product is NC1=NC=2C=C(C=CC2C2=C1N=C(N2CC(C)(O)C)CO)OCC2=CC=CC=C2 (1-[4-amino-7-benzyloxy-2-(hydroxymethyl)-1H-imidazo[4,5-c]quinolin-1-yl]-2-methylpropan-2-ol). RXN SMILES: C([O:4][CH2:5][C:6]1[N:7]([CH2:28][C:29]([OH:32])([CH3:31])[CH3:30])[C:8]2[C:17]3[CH:16]=[CH:15][C:14]([O:18][CH2:19][C:20]4[CH:25]=[CH:24][CH:23]=[CH:22][CH:21]=4)=[CH:13][C:12]=3[N:11]=[C:10]([NH2:26])[C:9]=2[N:27]=1)(=O)C.[OH-].[Na+]>CO>[NH2:26][C:10]1[C:9]2[N:27]=[C:6]([CH2:5][OH:4])[N:7]([CH2:28][C:29]([CH3:31])([OH:32])[CH3:30])[C:8]=2[C:17]2[CH:16]=[CH:15][C:14]([O:18][CH2:19][C:20]3[CH:21]=[CH:22][CH:23]=[CH:24][CH:25]=3)=[CH:13][C:12]=2[N:11]=1 |f:1.2|. Reported procedure: A solution of [4-amino-7-benzyloxy-1-(2-hydroxy-2-methylpropyl)-1H-imidazo[4,5-c]quinolin-2-yl]methyl acetate (34.0 g, 0.0782 mol) in methanol (150 mL) was heated at reflux, and a solution of aqueous sodium hydroxide (50 mL of 1.7 M) was added, over a period of five minutes. A white precipitate formed, and the reaction was heated at reflux for one hour. The reaction mixture was allowed to cool to room temperature and stirred for about three hours. The precipitate was isolated by filtration, wash... Reactants: COC(=O)N1C2=C(CC(C3=C1C=CC=C3)=O)C=CC=C2 (10-oxo-10,11-dihydro-dibenzo[b,f]azepine-5-carboxylic acid methyl ester), C(OC)(OC)OC (trimethyl ortho-formate). The reagents and catalysts are C1(=CC=C(C=C1)S(=O)(=O)O)C (p-toluene sulfonic acid). The solvent is CO (methanol). Reaction conditions: temperature 60 celsius, time 4 hour. Product: COC(=O)N1C2=C(C=C(C3=C1C=CC=C3)OC)C=CC=C2 (10-Methoxy-dibenzo[b,f]azepine-5-carboxylic acid methyl ester). Yield: 98.4%. RXN SMILES: [CH3:1][O:2][C:3]([N:5]1[C:11]2[CH:12]=[CH:13][CH:14]=[CH:15][C:10]=2[C:9](=[O:16])[CH2:8][C:7]2[CH:17]=[CH:18][CH:19]=[CH:20][C:6]1=2)=[O:4].[CH:21](OC)(OC)OC>CO.C1(C)C=CC(S(O)(=O)=O)=CC=1>[CH3:1][O:2][C:3]([N:5]1[C:11]2[CH:12]=[CH:13][CH:14]=[CH:15][C:10]=2[C:9]([O:16][CH3:21])=[CH:8][C:7]2[CH:17]=[CH:18][CH:19]=[CH:20][C:6]1=2)=[O:4]. Reported procedure: A suspension of 10-oxo-10,11-dihydro-dibenzo[b,f]azepine-5-carboxylic acid methyl ester (15 g, 56 mmol) in methanol (75 ml) is heated to 60° C. and a catalytic amount of p-toluene sulfonic acid (0.213 g, 1.1 mmol) is added. After addition of trimethyl ortho-formate (6.25 g, 58.9 mmol) the solution is stirred at 60–70° C. for 4 hours. During this reaction the product precipitates as white crystals. The mixture is cooled to room temperature, filtered and dried to yield 15.5 g of pure title compoun... The reactants are FC1=CC=C(C(=O)NC=2C=CC3=C(C(=CS3)Br)C2)C=C1 (N-(4-fluorobenzoyl)-3-bromo-5-aminobenzothiophene), C1=CCN2C=CC(C=C12)=O (7-indolizinone), C(CCC)[Li] (n-butyllithium). Solvent: C(C)OCC (diethyl ether), C(C)OCC (diethyl ether), C(C)OCC (diethyl ether). Reaction conditions: temperature -78 celsius, time 1 hour. The product is FC1=CC=C(C(=O)NC=2C=CC3=C(C(=CS3)C3=CCN4CCCC4C3)C2)C=C1 (N-(4-fluorobenzoyl)-3-(1,2,3,4,5,8-hexahydroindolizin-7-yl)-5-amino-benzothiophene). Reaction SMILES: C([Li])CCC.[F:6][C:7]1[CH:25]=[CH:24][C:10]([C:11]([NH:13][C:14]2[CH:15]=[CH:16][C:17]3[S:21][CH:20]=[C:19](Br)[C:18]=3[CH:23]=2)=[O:12])=[CH:9][CH:8]=1.[CH:26]1[C:34]2[N:29]([CH:30]=[CH:31][C:32](=O)[CH:33]=2)[CH2:28][CH:27]=1>C(OCC)C>[F:6][C:7]1[CH:25]=[CH:24][C:10]([C:11]([NH:13][C:14]2[CH:15]=[CH:16][C:17]3[S:21][CH:20]=[C:19]([C:32]4[CH2:33][CH:34]5[N:29]([CH2:28][CH2:27][CH2:26]5)[CH2:30][CH:31]=4)[C:18]=3[CH:23]=2)=[O:12])=[CH:9][CH:8]=1. Procedure: A solution of 1.55 mL n-butyllithium in diethyl ether is cooled to -78° C. under a nitrogen atmosphere. To this cooled solution is added a solution of N-(4-fluorobenzoyl)-3-bromo-5-aminobenzothiophene (0.90 eq.) in diethyl ether. The reaction mixture is stirred at -78° C. for 1 hour and then to it is added dropwise a solution of 7-indolizinone (1.08 eq.) in diethyl ether. The reaction is stirred an additional 2 hours at -78° C. and is then gradually warmed to -20° C. over 55 minutes. The reactio... Reactants: C(C1=CC=CC=C1)O[C@@H]1[C@H](C(OC(C)=O)O[C@@H]([C@H]1OC(C)=O)CO)OC(C)=O (3-O-benzyl-1,2,4-tri-O-acetyl-D-glucopyranose), CC(=O)C (acetone). Reagents/catalysts: [O-2].[O-2].[O-2].[Cr+6] (chromium trioxide). Solvent: S(O)(O)(=O)=O (sulfuric acid). Conditions: time 5 hour. The product is C(C1=CC=CC=C1)O[C@@H]1[C@H](C(OC(C)=O)O[C@@H]([C@H]1OC(C)=O)C(=O)O)OC(C)=O (3-O-benzyl-1,2,4-tri-O-acetyl-D-glucopyranosuronic acid). Yield: 54.0%. As a reaction SMILES: [CH2:1]([O:8][C@H:9]1[C@H:18]([O:19][C:20](=[O:22])[CH3:21])[C@@H:17]([CH2:23][OH:24])[O:16][CH:11]([O:12][C:13](=[O:15])[CH3:14])[C@@H:10]1[O:25][C:26](=[O:28])[CH3:27])[C:2]1[CH:7]=[CH:6][CH:5]=[CH:4][CH:3]=1.CC(C)=[O:31]>S(=O)(=O)(O)O.[O-2].[O-2].[O-2].[Cr+6]>[CH2:1]([O:8][C@H:9]1[C@H:18]([O:19][C:20](=[O:22])[CH3:21])[C@@H:17]([C:23]([OH:31])=[O:24])[O:16][CH:11]([O:12][C:13](=[O:15])[CH3:14])[C@@H:10]1[O:25][C:26](=[O:28])[CH3:27])[C:2]1[CH:7]=[CH:6][CH:5]=[CH:4][CH:3]=1 |f:3.4.5.6|. Reported procedure: A solution of crude 17 in the minimum amount of dichloromethane was stirred at room temperature with aqueous 80% acetic acid (100 mL) until TLC demonstrated the disappearance of 17. Water was then added with stirring; the solid was removed and the filtrate was concentrated. The crude 3-O-benzyl-1,2,4-tri-O-acetyl-D-glucopyranose (18) was thus obtained; 1H NMR data: 60:40 mixture of anomers 6.32 (d, 1 H, alpha-H), 5.64 (d, 1 H, beta-H). A solution of the crude residue 18 in acetone was cooled to ... The reactants are C(C1=CC=CC=C1)NC1=CC=C(C(=O)OCC)C=C1 (Ethyl p-benzylaminobenzoate), Cl (hydrochloric acid), C(C)O.O (ethanol water), [OH-].[K+] (potassium hydroxide). Solvent: O (water). Product: C(C1=CC=CC=C1)NC1=CC=C(C(=O)O)C=C1 (p-Benzylaminobenzoic Acid). As a reaction SMILES: [CH2:1]([NH:8][C:9]1[CH:19]=[CH:18][C:12]([C:13]([O:15]CC)=[O:14])=[CH:11][CH:10]=1)[C:2]1[CH:7]=[CH:6][CH:5]=[CH:4][CH:3]=1.C(O)C.O.[OH-].[K+].Cl>O>[CH2:1]([NH:8][C:9]1[CH:10]=[CH:11][C:12]([C:13]([OH:15])=[O:14])=[CH:18][CH:19]=1)[C:2]1[CH:3]=[CH:4][CH:5]=[CH:6][CH:7]=1 |f:1.2,3.4|. Procedure: A mixture of 6.0 g. of ethyl p-benzylaminobenzoate (prepared as described in Example 9), 100 ml. of ethanol-water (9:1) and 6.0 g. of potassium hydroxide are refluxed for 3.5 hours. The mixture is acidified with concentrated hydrochloric acid, diluted with water, chilled, filtered and the solid washed with water to give pale cream crystals, m.p. 165°-168° C. Recrystallization from ethanol gives tan crystals, m.p. 167°-169° C. Reactants: C([O-])([O-])=O.[K+].[K+] (Potassium carbonate), [I-].[Na+] (sodium iodide), FC1=CC=C(C=C1)CC(=O)O (4-fluorophenylacetic acid), FC1=C(N)C=CC(=C1)OC1=CC=NC2=CC(=C(C=C12)OC)CCCCl (2-fluoro-4-[(7-(3-chloropropyl)-6-methoxy-4-quinolyl)oxy]aniline), CN(C=O)C (dimethylformamide). Run in C(Cl)(Cl)Cl.CO (chloroform methanol). Reaction conditions: temperature 70 celsius, time 20 hour. The product is FC1=C(N)C=CC(=C1)OC1=CC=NC2=CC(=C(C=C12)OC)CCCN1CCOCC1 (2-fluoro-4-[(6-methoxy-7-(3-morpholinopropyl)-4-quinolyl)oxy]aniline). The yield is 76.0%. RXN SMILES: [F:1][C:2]1[CH:8]=[C:7]([O:9][C:10]2[C:19]3[C:14](=[CH:15][C:16]([CH2:22][CH2:23][CH2:24]Cl)=[C:17]([O:20][CH3:21])[CH:18]=3)[N:13]=[CH:12][CH:11]=2)[CH:6]=[CH:5][C:3]=1[NH2:4].[C:26](=[O:29])([O-])[O-].[K+].[K+].[I-].[Na+].FC1C=CC([CH2:41][C:42](O)=O)=CC=1.[CH3:45][N:46](C)C=O>C(Cl)(Cl)Cl.CO>[F:1][C:2]1[CH:8]=[C:7]([O:9][C:10]2[C:19]3[C:14](=[CH:15][C:16]([CH2:22][CH2:23][CH2:24][N:46]4[CH2:45][CH2:26][O:29][CH2:42][CH2:41]4)=[C:17]([O:20][CH3:21])[CH:18]=3)[N:13]=[CH:12][CH:11]=2)[CH:6]=[CH:5][C:3]=1[NH2:4] |f:1.2.3,4.5,8.9|. Procedure details: The aniline compound (0.7 g) prepared in step 1) was dissolved in dimethylformamide (40 ml) to prepare a solution. Potassium carbonate (1.4 g), sodium iodide (0.6 g) and moripholine (0.85 g) (starting compound B) were added to the solution, and the mixture was stirred at 70° C. for 20 hr. The reaction solution was extracted with ethyl acetate, followed by washing with saturated brine. The extract was dried over anhydrous sodium sulfate, and the solvent was removed by evaporation under the reduce...